Dataset: the Open Reaction Database (ORD), a public repository of structured organic reaction records. Task: describe an organic reaction: reactants, conditions, products, and yield Reactants: BrC=1N=CC(=NC1)NC([C@H](CC1CCCC1)C1=CC(=C(C=C1)S(=O)(=O)C)Cl)=O (N-(5-bromo-pyrazin-2-yl)-2(R)-(3-chloro-4-methanesulfonyl-phenyl)-3-cyclopentyl-propionamide), SC(C)O (mercaptoethanol), CN(C=O)C (N,N-dimethylformamide). Reagents/catalysts: C=1C=CC(=CC1)[P](C=2C=CC=CC2)(C=3C=CC=CC3)[Pd]([P](C=4C=CC=CC4)(C=5C=CC=CC5)C=6C=CC=CC6)([P](C=7C=CC=CC7)(C=8C=CC=CC8)C=9C=CC=CC9)[P](C=1C=CC=CC1)(C=1C=CC=CC1)C=1C=CC=CC1 (tetrakis(triphenylphosphine)palladium(0)). Run in O (water). Run at temperature 120 celsius, time 3 hour. Product: ethyl acetate hexanes, ClC=1C=C(C=CC1S(=O)(=O)C)[C@H](C(=O)NC1=NC=C(N=C1)SCCO)CC1CCCC1 (2(R)-(3-chloro-4-methanesulfonyl-phenyl)-3-cyclopentyl-N-[5-(2-hydroxy-ethylsulfanyl)-pyrazin-2-yl]-propionamide). The yield is 62.0%. Reaction SMILES: Br[C:2]1[N:3]=[CH:4][C:5]([NH:8][C:9](=[O:28])[C@@H:10]([C:17]2[CH:22]=[CH:21][C:20]([S:23]([CH3:26])(=[O:25])=[O:24])=[C:19]([Cl:27])[CH:18]=2)[CH2:11][CH:12]2[CH2:16][CH2:15][CH2:14][CH2:13]2)=[N:6][CH:7]=1.[SH:29][CH:30](O)C.CN(C)[CH:35]=[O:36]>O.C1C=CC([P]([Pd]([P](C2C=CC=CC=2)(C2C=CC=CC=2)C2C=CC=CC=2)([P](C2C=CC=CC=2)(C2C=CC=CC=2)C2C=CC=CC=2)[P](C2C=CC=CC=2)(C2C=CC=CC=2)C2C=CC=CC=2)(C2C=CC=CC=2)C2C=CC=CC=2)=CC=1>[Cl:27][C:19]1[CH:18]=[C:17]([C@@H:10]([CH2:11][CH:12]2[CH2:16][CH2:15][CH2:14][CH2:13]2)[C:9]([NH:8][C:5]2[CH:4]=[N:3][C:2]([S:29][CH2:30][CH2:35][OH:36])=[CH:7][N:6]=2)=[O:28])[CH:22]=[CH:21][C:20]=1[S:23]([CH3:26])(=[O:25])=[O:24] |^1:42,44,63,82|. Reported procedure: A mixture of the N-(5-bromo-pyrazin-2-yl)-2(R)-(3-chloro-4-methanesulfonyl-phenyl)-3-cyclopentyl-propionamide (94 mg, 0.19 mmol), mercaptoethanol (0.031 mL, 0.44 mmol), and tetrakis(triphenylphosphine)palladium(0) (111 mg, 0.097 mmol) in anhydrous N,N-dimethylformamide (0.5 mL) was heated at 120° C. in a sealed tube. After 3 h, the mixture was allowed to cool to 25° C., diluted with water, and then extracted with diethyl ether. The organic layer was dried over sodium sulfate, filtered, and conce... Starting materials: BrC1=CC(=C(C=C1)OC)C (4-bromo-2-methylanisole), C([O-])([O-])=O.[Cs+].[Cs+] (cesium carbonate), C(C#C)OC1OCCCC1 (2-(2-propynyloxy)tetrahydropyran), C1(CCCCC1)P(C1=C(C=CC=C1)C1=C(C=C(C=C1C(C)C)C(C)C)C(C)C)C1CCCCC1 (2-dicyclohexylphosphino-2′,4′,6′-triisopropylbiphenyl). The reagents and catalysts are CC#N.CC#N.Cl[Pd]Cl (bis(acetonitrile)palladium(II) dichloride). Run in [Cl-].[Na+].O (brine), C(C)#N (acetonitrile). Run at temperature 80 celsius, time 5 hour. Product: COC1=C(C=C(C=C1)C#CCOC1OCCCC1)C (1-(4-methoxy-3-methylphenyl)-3-(tetrahydro-2H-pyran-2-yloxy)-1-propyne). Reaction SMILES: Br[C:2]1[CH:7]=[CH:6][C:5]([O:8][CH3:9])=[C:4]([CH3:10])[CH:3]=1.C(=O)([O-])[O-].[Cs+].[Cs+].[CH2:17]([O:20][CH:21]1[CH2:26][CH2:25][CH2:24][CH2:23][O:22]1)[C:18]#[CH:19].C1(P(C2CCCCC2)C2C=CC=CC=2C2C(C(C)C)=CC(C(C)C)=CC=2C(C)C)CCCCC1>[Cl-].[Na+].O.CC#N.CC#N.Cl[Pd]Cl.C(#N)C>[CH3:9][O:8][C:5]1[CH:6]=[CH:7][C:2]([C:19]#[C:18][CH2:17][O:20][CH:21]2[CH2:26][CH2:25][CH2:24][CH2:23][O:22]2)=[CH:3][C:4]=1[CH3:10] |f:1.2.3,6.7.8,9.10.11|. Procedure: A mixture of 4-bromo-2-methylanisole (3.02 g), cesium carbonate (12.7 g), 2-(2-propynyloxy)tetrahydropyran (3.16 ml), 2-dicyclohexylphosphino-2′,4′,6′-triisopropylbiphenyl (429 mg), bis(acetonitrile)palladium(II) dichloride (77.8 mg) and acetonitrile (100 ml) was stirred at 80° C. for 5 hr. The reaction mixture was added to brine, and the mixture was extracted with ethyl acetate, washed with saturated brine, and dried over anhydrous magnesium sulfate. The solvent was evaporated under reduced pre... Reactants: Clc1nc(Cc2ccccc2)nc2c1CCN(Cc1ccccc1)CC2, C[O-], CO, [Na+]. Product: COc1nc(Cc2ccccc2)nc2c1CCN(Cc1ccccc1)CC2. As a reaction SMILES: [CH2:1]([c:2]1[cH:3][cH:4][cH:5][cH:6][cH:7]1)[c:8]1[n:9][c:10]([Cl:26])[c:11]2[c:12]([n:25]1)[CH2:13][CH2:14][N:15]([CH2:18][c:19]1[cH:20][cH:21][cH:22][cH:23][cH:24]1)[CH2:16][CH2:17]2.[CH3:27][O-:28].[CH3:30][OH:31].[Na+:29]>>[CH2:1]([c:2]1[cH:3][cH:4][cH:5][cH:6][cH:7]1)[c:8]1[n:9][c:10]([O:28][CH3:27])[c:11]2[c:12]([n:25]1)[CH2:13][CH2:14][N:15]([CH2:18][c:19]1[cH:20][cH:21][cH:22][cH:23][cH:24]1)[CH2:16][CH2:17]2. The reactants are C(C)OC(=O)C=1N=CC=2NC3=CC=C(C=C3C2C1)[N+](=O)[O-] (6-nitro-β-carbolin-3-carboxylic acid ethyl ester), BrBr (bromine). The solvent is C(Cl)(Cl)Cl (chloroform). Conditions: time 2 day. Product: C(C)OC(=O)C=1N=CC=2NC3=C(C=C(C=C3C2C1)[N+](=O)[O-])Br (8-bromo-6-nitro-β-carbolin-3-carboxylic acid ethyl ester). Yield: 17.9%. RXN SMILES: [CH2:1]([O:3][C:4]([C:6]1[N:7]=[CH:8][C:9]2[NH:10][C:11]3[C:16]([C:17]=2[CH:18]=1)=[CH:15][C:14]([N+:19]([O-:21])=[O:20])=[CH:13][CH:12]=3)=[O:5])[CH3:2].[Br:22]Br>C(Cl)(Cl)Cl>[CH2:1]([O:3][C:4]([C:6]1[N:7]=[CH:8][C:9]2[NH:10][C:11]3[C:16]([C:17]=2[CH:18]=1)=[CH:15][C:14]([N+:19]([O-:21])=[O:20])=[CH:13][C:12]=3[Br:22])=[O:5])[CH3:2]. Procedure details: 285 mg of 6-nitro-β-carbolin-3-carboxylic acid ethyl ester is introduced into 5.8 g of bromine and stirred for 2 days at room temperature. The mixture is then diluted with 15 ml of chloroform and filtered with suction. The residue is recrystallized from pyridine and chromatographed on silica gel with chloroform-methanol (9:1). 65 mg of 8-bromo-6-nitro-β-carbolin-3-carboxylic acid ethyl ester of melting point 291°-292° C. is obtained. The reactants are NC1=NC=CC=C1C (2-amino-3-picoline), C(C)(=O)Cl (acetyl chloride), N1=CC=CC=C1 (pyridine). Run in C1(=CC=CC=C1)C (toluene). The product is CC=1NC2=NC=CC=C2C1 (2-methyl-7-azaindole), C(C)(=O)NC1=NC=CC=C1C (2-acetamido-3-picoline). RXN SMILES: [NH2:1][C:2]1[C:7]([CH3:8])=[CH:6][CH:5]=[CH:4][N:3]=1.[C:9](Cl)(=[O:11])[CH3:10].N1C=CC=CC=1>C1(C)C=CC=CC=1>[CH3:9][C:10]1[NH:1][C:2]2[C:7]([CH:8]=1)=[CH:6][CH:5]=[CH:4][N:3]=2.[C:9]([NH:1][C:2]1[C:7]([CH3:8])=[CH:6][CH:5]=[CH:4][N:3]=1)(=[O:11])[CH3:10]. Procedure details: 2-methyl-7-azaindole was prepared in two steps. First, 2-amino-3-picoline was reacted with acetyl chloride in toluene in the presence of pyridine to produce 2-acetamido-3-picoline in 65% yield. Second, pyrolysis of 2-acetamido-3-picoline in N-methylaniline in the presence of NaH at 280° C. was performed to produce 2-methyl-7-azaindole (FIG. 18) in 23% yield. This compound was characterized by NMR spectroscopy.